Dataset: the Open Reaction Database (ORD), a public repository of structured organic reaction records. Task: describe an organic reaction: reactants, conditions, products, and yield Reaction SMILES: CC(OC([N:8](C(OC(C)(C)C)=O)[N:9]([C:17]1[C:22]([F:23])=[C:21]([N:24]2[CH2:29][CH2:28][N:27]([CH3:30])[CH2:26][C@H:25]2[CH3:31])[N:20]=[C:19]([Cl:32])[N:18]=1)C(OC(C)(C)C)=O)=O)(C)C.Cl.CCOCC>C(Cl)Cl>[Cl:32][C:19]1[N:20]=[C:21]([N:24]2[CH2:29][CH2:28][N:27]([CH3:30])[CH2:26][C@H:25]2[CH3:31])[C:22]([F:23])=[C:17]([NH:9][NH2:8])[N:18]=1. Solvent: C(Cl)Cl (DCM). Reactants: CC(C)(C)OC(=O)N(N(C(=O)OC(C)(C)C)C1=NC(=NC(=C1F)N1[C@@H](CN(CC1)C)C)Cl)C(=O)OC(C)(C)C (tris(1,1-dimethylethyl)2-{2-chloro-6-[(2R)-2,4-dimethyl-1-piperazinyl]-5-fluoro-4-pyrimidinyl}-1,1,2-hydrazinetricarboxylate), Cl (HCl), CCOCC (Et2O). The product is ClC1=NC(=C(C(=N1)N1[C@@H](CN(CC1)C)C)F)NN (2-chloro-4-[(2R)-2,4-dimethyl-1-piperazinyl]-5-fluoro-6-hydrazinopyrimidine). Reported procedure: To a solution of tris(1,1-dimethylethyl)2-{2-chloro-6-[(2R)-2,4-dimethyl-1-piperazinyl]-5-fluoro-4-pyrimidinyl}-1,1,2-hydrazinetricarboxylate (215.28 g, 374.3 mmol) in DCM (1870 mL) was added 2 N HCl in Et2O (1870 mL, 3740 mmol). The solution was mechanically stirred for 64 h, and the resulting suspension was allowed to settle. Most of the solvent was then decanted, and the remaining solid was triturated with DCM (1000 mL) and collected by vacuum filtration. The solid was washed with DCM and dri... Run at time 64 hour. RXN SMILES: [CH3:19][NH:20][CH3:21].[CH3:22][OH:23].[Cl:1][CH2:2][CH:3]1[N:4]([CH3:18])[c:5]2[c:6]([cH:14][cH:15][cH:16][cH:17]2)[C:7](=[O:13])[N:8]([CH:10]([CH3:11])[CH3:12])[CH2:9]1>>[CH2:2]([CH:3]1[N:4]([CH3:18])[c:5]2[c:6]([cH:14][cH:15][cH:16][cH:17]2)[C:7](=[O:13])[N:8]([CH:10]([CH3:11])[CH3:12])[CH2:9]1)[N:20]([CH3:19])[CH3:21]. Starting materials: CNC, CO, CC(C)N1CC(CCl)N(C)c2ccccc2C1=O. The product is CC(C)N1CC(CN(C)C)N(C)c2ccccc2C1=O. As a reaction SMILES: Br[C:2]1[CH:7]=[CH:6][C:5]([C:8]([N:10]2[CH2:15][CH2:14][N:13]([C:16]3[CH:21]=[CH:20][C:19]([CH3:22])=[CH:18][C:17]=3[CH3:23])[CH2:12][CH2:11]2)=[O:9])=[C:4]([S:24]([CH3:27])(=[O:26])=[O:25])[CH:3]=1.[CH3:28][CH:29]1[NH:33][C:32](=[O:34])[CH2:31][CH2:30]1>>[CH3:23][C:17]1[CH:18]=[C:19]([CH3:22])[CH:20]=[CH:21][C:16]=1[N:13]1[CH2:14][CH2:15][N:10]([C:8]([C:5]2[CH:6]=[CH:7][C:2]([N:33]3[CH:29]([CH3:28])[CH2:30][CH2:31][C:32]3=[O:34])=[CH:3][C:4]=2[S:24]([CH3:27])(=[O:26])=[O:25])=[O:9])[CH2:11][CH2:12]1. Starting materials: BrC1=CC(=C(C=C1)C(=O)N1CCN(CC1)C1=C(C=C(C=C1)C)C)S(=O)(=O)C ((4-bromo-2-methanesulfonylphenyl)[4-(2,4-dimethylphenyl)piperazin-1-yl]methanone), CC1CCC(N1)=O (5-methylpyrrolidin-2-one). Procedure details: Using (4-bromo-2-methanesulfonylphenyl)[4-(2,4-dimethylphenyl)piperazin-1-yl]methanone (903 mg) described in Preparation Example 110 and 5-methylpyrrolidin-2-one (198 mg) and by the reaction and treatment in the same manner as in Example 1, the title compound (412 mg) was obtained. The product is CC1=C(C=CC(=C1)C)N1CCN(CC1)C(=O)C1=C(C=C(C=C1)N1C(CCC1C)=O)S(=O)(=O)C (1-{4-[4-(2,4-dimethylphenyl)piperazine-1-carbonyl]-3-methanesulfonylphenyl}-5-methylpyrrolidin-2-one). Yield: 43.9%.